Dataset: the Open Reaction Database (ORD), a public repository of structured organic reaction records. Task: describe an organic reaction: reactants, conditions, products, and yield The reactants are F[B-](F)(F)F, CN1CCOCC1, CC(C)C(N)C(=O)O, O=C(O)CNC(=O)COc1ccc(C2C(SCC(O)c3ccc4c(c3)OCO4)C(=O)N2c2ccc(F)cc2)cc1, CN(C)C=O, CN(C)C(On1nnc2ccccc21)=[N+](C)C. The product is CC(C)C(NC(=O)CNC(=O)COc1ccc(C2C(SCC(O)c3ccc4c(c3)OCO4)C(=O)N2c2ccc(F)cc2)cc1)C(=O)O. Reaction SMILES: [B-:48]([F:49])([F:50])([F:51])[F:52].[CH3:41][N:42]1[CH2:43][CH2:44][O:45][CH2:46][CH2:47]1.[NH2:70][CH:71]([CH:72]([CH3:73])[CH3:74])[C:75](=[O:76])[OH:77].[O:1]1[CH2:2][O:3][c:4]2[c:5]1[cH:6][cH:7][c:8]([CH:10]([CH2:11][S:12][CH:13]1[CH:14]([c:25]3[cH:26][cH:27][c:28]([O:29][CH2:30][C:31](=[O:32])[NH:33][CH2:34][C:35](=[O:36])[OH:37])[cH:38][cH:39]3)[N:15]([c:18]3[cH:19][cH:20][c:21]([F:24])[cH:22][cH:23]3)[C:16]1=[O:17])[OH:40])[cH:9]2.[O:78]=[CH:79][N:80]([CH3:81])[CH3:82].[n:53]1([O:54][C:55]([N:56]([CH3:57])[CH3:58])=[N+:59]([CH3:60])[CH3:61])[c:62]2[cH:63][cH:64][cH:65][cH:66][c:67]2[n:68][n:69]1>>[O:1]1[CH2:2][O:3][c:4]2[c:5]1[cH:6][cH:7][c:8]([CH:10]([CH2:11][S:12][CH:13]1[CH:14]([c:25]3[cH:26][cH:27][c:28]([O:29][CH2:30][C:31](=[O:32])[NH:33][CH2:34][C:35](=[O:36])[NH:70][CH:71]([CH:72]([CH3:73])[CH3:74])[C:75](=[O:76])[OH:77])[cH:38][cH:39]3)[N:15]([c:18]3[cH:19][cH:20][c:21]([F:24])[cH:22][cH:23]3)[C:16]1=[O:17])[OH:40])[cH:9]2.